From a dataset of the Open Reaction Database (ORD), a public repository of structured organic reaction records. describe an organic reaction: reactants, conditions, products, and yield Starting materials: CC(=O)O, O=C1CC2CSc3ccccc3C2=NN1c1ccc(Cl)cc1, O, OO. The product is O=C1CC2CS(=O)c3ccccc3C2=NN1c1ccc(Cl)cc1. RXN SMILES: [CH3:26][C:27](=[O:28])[OH:29].[Cl:1][c:2]1[cH:3][cH:4][c:5]([N:8]2[N:9]=[C:10]3[CH:11]([CH2:12][C:13]2=[O:14])[CH2:15][S:16][c:17]2[c:18]3[cH:19][cH:20][cH:21][cH:22]2)[cH:6][cH:7]1.[OH2:25].[OH:23][OH:24]>>[Cl:1][c:2]1[cH:3][cH:4][c:5]([N:8]2[N:9]=[C:10]3[CH:11]([CH2:12][C:13]2=[O:14])[CH2:15][S:16](=[O:23])[c:17]2[c:18]3[cH:19][cH:20][cH:21][cH:22]2)[cH:6][cH:7]1. Starting materials: COC1=NC(=NC(=C1)OC)OC1=C(C(=O)[O-])C(=CC=C1)C#CCCC.C(C)(C)[NH2+]C(C)C (Diisopropylammonium 2-[(4,6-dimethoxypyrimidin-2-yl)oxy]-6-(1-pentynyl)benzoate), resultant mixture, CI (methyl iodide). The solvent is O1CCCC1 (tetrahydrofuran), CN(C)C=O (DMF). Yields the product COC1=NC(=NC(=C1)OC)OC1=C(C(=O)OC)C(=CC=C1)C#CCCC (methyl 2-[(4,6-dimethoxypyrimidin-2 -yl)oxy]-6-(1-pentynyl)benzoate). The yield is 74.4%. RXN SMILES: [CH3:1][O:2][C:3]1[CH:8]=[C:7]([O:9][CH3:10])[N:6]=[C:5]([O:11][C:12]2[CH:20]=[CH:19][CH:18]=[C:17]([C:21]#[C:22][CH2:23][CH2:24][CH3:25])[C:13]=2[C:14]([O-:16])=[O:15])[N:4]=1.[CH:26]([NH2+]C(C)C)(C)C.CI>O1CCCC1.CN(C=O)C>[CH3:10][O:9][C:7]1[CH:8]=[C:3]([O:2][CH3:1])[N:4]=[C:5]([O:11][C:12]2[CH:20]=[CH:19][CH:18]=[C:17]([C:21]#[C:22][CH2:23][CH2:24][CH3:25])[C:13]=2[C:14]([O:16][CH3:26])=[O:15])[N:6]=1 |f:0.1|. Reported procedure: Diisopropylammonium 2-[(4,6-dimethoxypyrimidin-2-yl)oxy]-6-(1-pentynyl)benzoate (1.00 g, 2.3 mmol) was dissolved in tetrahydrofuran (20 ml)-DMF (10 ml) in a 50 ml round bottom-flask, and methyl iodide (1.4 g, 10.0 mmol) was added thereto little by little. The resultant mixture was stirred at 50° C. for 2 hours and THF-DMF was distilled off under reduced pressure. Water was added to the resultant residue, and the residue was extracted with ethyl acetate. The organic layer thus obtained was washed... The reactants are [BH4-], CCO, [Cl-], CCOC(=O)C1CC(=O)N(c2ccc(F)cc2)C1, [Li+], [Na+]. Yields the product O=C1CC(CO)CN1c1ccc(F)cc1. As a reaction SMILES: [BH4-:21].[CH3:23][CH2:24][OH:25].[Cl-:20].[F:1][c:2]1[cH:3][cH:4][c:5]([N:8]2[CH2:9][CH:10]([C:14](=[O:15])[O:16][CH2:17][CH3:18])[CH2:11][C:12]2=[O:13])[cH:6][cH:7]1.[Li+:19].[Na+:22]>>[F:1][c:2]1[cH:3][cH:4][c:5]([N:8]2[CH2:9][CH:10]([CH2:14][OH:15])[CH2:11][C:12]2=[O:13])[cH:6][cH:7]1. Reactants: C(C1=CC=CC=C1)OC=1C=C2C=CNC2=CC1 (5-benzyloxy-1H-indole), [Cl-].C[N+](=CC1=C(C=CC=C1)C)C (dimethyl-(2-methyl-benzylidene)-ammonium chloride). Yields the product C(C1=CC=CC=C1)OC=1C=C2C(=CNC2=CC1)C(C1=C(C=CC=C1)C)N(C)C ([(5-Benzyloxy-1H-indol-3-yl)-o-tolylmethyl]-dimethylamine). RXN SMILES: [CH2:1]([O:8][C:9]1[CH:10]=[C:11]2[C:15](=[CH:16][CH:17]=1)[NH:14][CH:13]=[CH:12]2)[C:2]1[CH:7]=[CH:6][CH:5]=[CH:4][CH:3]=1.[Cl-].[CH3:19][N+:20]([CH3:29])=[CH:21][C:22]1[CH:27]=[CH:26][CH:25]=[CH:24][C:23]=1[CH3:28]>>[CH2:1]([O:8][C:9]1[CH:10]=[C:11]2[C:15](=[CH:16][CH:17]=1)[NH:14][CH:13]=[C:12]2[CH:21]([N:20]([CH3:19])[CH3:29])[C:22]1[CH:27]=[CH:26][CH:25]=[CH:24][C:23]=1[CH3:28])[C:2]1[CH:3]=[CH:4][CH:5]=[CH:6][CH:7]=1 |f:1.2|. Procedure: The preparation was carried out in accordance with general synthesis instructions 4 from 5-benzyloxy-1H-indole and dimethyl-(2-methyl-benzylidene)-ammonium chloride, which had been prepared in accordance with example 32. Starting materials: O=S(Cl)Cl (SOCl2), CN(C)C=O (DMF), ClC(C#N)(CCl)Cl (2,2,3-trichloropropionitrile), ClCl (chlorine), ClC(C#N)=C (α-chloroacrylonitrile), OS(=O)(=O)O (H2SO4), 41B. Reaction conditions: time 1 hour. The product is ClC(C#N)(CCl)Cl (2,2,3-trichloropropionitrile), ClC(C(=O)Cl)(CCl)Cl (2,2,3-trichloropropanoyl chloride). RXN SMILES: ClCl.[Cl:3]C(=C)C#N.[Cl:8][C:9]([Cl:14])([CH2:12][Cl:13])[C:10]#[N:11].OS(O)(=O)=O.O=S(Cl)Cl.CN([CH:27]=[O:28])C>>[Cl:8][C:9]([Cl:14])([CH2:12][Cl:13])[C:10]#[N:11].[Cl:8][C:9]([Cl:14])([CH2:12][Cl:13])[C:27]([Cl:3])=[O:28]. Procedure details: Firstly 2,2,3-trichloropropionitrile is prepared by adding chlorine to α-chloroacrylonitrile, as descibed by H. Brintzinger et al in Angew. Chemie, 1948, 60,p.311 and then the 2,2,3-trichloropropionitrile undergoes acid hydrolysis with 60% H2SO4 at 125° C. and for 5 hours in order to obtain the corresponding acid, as described by H. Laato in Suomen Kemistilehti, 1968, 41B, p.266. The acid is then treated by SOCl2 in the presence of a catalytic quantity of DMF at 40° to 50° C.and for 1 hour, whic...